This data is from the Open Reaction Database (ORD), a public repository of structured organic reaction records. The task is: describe an organic reaction: reactants, conditions, products, and yield Starting materials: OBO, O=S(=O)(c1ccc(Br)cc1F)c1ccccc1Cl, COc1ccc(F)cc1. Product: COc1ccc(F)cc1-c1ccc(S(=O)(=O)c2ccccc2Cl)c(F)c1. As a reaction SMILES: [BH:19]([OH:20])[OH:21].[Br:1][c:2]1[cH:3][c:4]([F:18])[c:5]([S:8](=[O:9])(=[O:10])[c:11]2[c:12]([Cl:17])[cH:13][cH:14][cH:15][cH:16]2)[cH:6][cH:7]1.[F:22][c:23]1[cH:24][cH:25][c:26]([O:29][CH3:30])[cH:27][cH:28]1>>[c:2]1(-[c:25]2[cH:24][c:23]([F:22])[cH:28][cH:27][c:26]2[O:29][CH3:30])[cH:3][c:4]([F:18])[c:5]([S:8](=[O:9])(=[O:10])[c:11]2[c:12]([Cl:17])[cH:13][cH:14][cH:15][cH:16]2)[cH:6][cH:7]1. The reactants are NC1=C(C(=NO1)C(=O)NCCNC(OC(C)(C)C)=O)C1=CC=CC=C1 (t-butyl [2-(5-amino-4-phenyl-3-isoxazolecarboxamido)ethyl]carbamate), FC(C(=O)O)(F)F (trifluoroacetic acid), C(Cl)Cl (methylene chloride). Yields the product Cl.NC1=C(C(=NO1)C(=O)NCCN)C1=CC=CC=C1 (5-amino-N-(2-aminoethyl)-4-phenyl-3-isoxazolecarboxamide hydrochloride). Isolated yield 73.5%. Reaction SMILES: [NH2:1][C:2]1[O:6][N:5]=[C:4]([C:7]([NH:9][CH2:10][CH2:11][NH:12]C(=O)OC(C)(C)C)=[O:8])[C:3]=1[C:20]1[CH:25]=[CH:24][CH:23]=[CH:22][CH:21]=1.FC(F)(F)C(O)=O.C(Cl)[Cl:34]>>[ClH:34].[NH2:1][C:2]1[O:6][N:5]=[C:4]([C:7]([NH:9][CH2:10][CH2:11][NH2:12])=[O:8])[C:3]=1[C:20]1[CH:25]=[CH:24][CH:23]=[CH:22][CH:21]=1 |f:3.4|. Procedure details: 1.5 g (4.33 mmol) of t-butyl [2-(5-amino-4-phenyl-3-isoxazolecarboxamido)ethyl]carbamate in 5 ml of methylene chloride were stirred at room temperature for 16 hours with 1.7 ml of trifluoroacetic acid. Thereafter, the reaction mixture was evaporated under reduced pressure: the residue was dissolved in ethanol, whereupon the solution was treated with 2 ml of ethanolic hydrochloric acid (17.5% w/v) and again evaporated. Recrystallization of the residue from methanol/ether yielded 0.9 g (73.5%) of ... The reactants are CCOC(C)=O, CN(C)C=O, CCN(C(C)C)C(C)C, Cc1nc2ccc(I)cc2c(Cl)c1S(C)(=O)=O, OC1CCCNC1. The product is Cc1nc2ccc(I)cc2c(N2CCCC(O)C2)c1S(C)(=O)=O. Reaction SMILES: [CH3:34][CH2:35][O:36][C:37](=[O:38])[CH3:39].[CH3:40][N:41]([CH3:42])[CH:43]=[O:44].[CH:25]([N:26]([CH2:27][CH3:28])[CH:29]([CH3:30])[CH3:31])([CH3:32])[CH3:33].[Cl:1][c:2]1[c:3]([S:14](=[O:15])(=[O:16])[CH3:17])[c:4]([CH3:13])[n:5][c:6]2[cH:7][cH:8][c:9]([I:12])[cH:10][c:11]12.[OH:18][CH:19]1[CH2:20][NH:21][CH2:22][CH2:23][CH2:24]1>>[c:2]1([N:21]2[CH2:20][CH:19]([OH:18])[CH2:24][CH2:23][CH2:22]2)[c:3]([S:14](=[O:15])(=[O:16])[CH3:17])[c:4]([CH3:13])[n:5][c:6]2[cH:7][cH:8][c:9]([I:12])[cH:10][c:11]12. The reactants are O=S(=O)(Cl)Cc1ccccc1, NCCCCC(NC(=O)OCC1c2ccccc2-c2ccccc21)C(=O)O. Product: O=C(NC(CCCCNS(=O)(=O)Cc1ccccc1)C(=O)O)OCC1c2ccccc2-c2ccccc21. RXN SMILES: [c:28]1([CH2:34][S:35](=[O:36])(=[O:37])[Cl:38])[cH:29][cH:30][cH:31][cH:32][cH:33]1.[cH:1]1[cH:2][cH:3][cH:4][c:5]2[c:13]1[CH:12]([CH2:14][O:15][C:16](=[O:17])[NH:18][CH:19]([CH2:20][CH2:21][CH2:22][CH2:23][NH2:24])[C:25](=[O:26])[OH:27])[c:11]1[c:6]-2[cH:7][cH:8][cH:9][cH:10]1>>[cH:1]1[cH:2][cH:3][cH:4][c:5]2[c:13]1[CH:12]([CH2:14][O:15][C:16](=[O:17])[NH:18][CH:19]([CH2:20][CH2:21][CH2:22][CH2:23][NH:24][S:35]([CH2:34][c:28]1[cH:29][cH:30][cH:31][cH:32][cH:33]1)(=[O:36])=[O:37])[C:25](=[O:26])[OH:27])[c:11]1[c:6]-2[cH:7][cH:8][cH:9][cH:10]1. Reactants: CC=1C=CC2=C(N=CO2)C1 (5-methylbenzoxazole), BrN1C(CCC1=O)=O (N-bromosuccinimide), azoisobutyronitrile, O (water). Run in C(Cl)(Cl)Cl (chloroform). The product is BrCC=1C=CC2=C(N=CO2)C1 (5-Bromomethylbenzoxazole). Reaction SMILES: [CH3:1][C:2]1[CH:3]=[CH:4][C:5]2[O:9][CH:8]=[N:7][C:6]=2[CH:10]=1.[Br:11]N1C(=O)CCC1=O.O>C(Cl)(Cl)Cl>[Br:11][CH2:1][C:2]1[CH:3]=[CH:4][C:5]2[O:9][CH:8]=[N:7][C:6]=2[CH:10]=1. Procedure details: A solution of 5-methylbenzoxazole (0.5 g) in chloroform (20 ml) containing N-bromosuccinimide (0.18 g) and azoisobutyronitrile (0.05 g) was refluxed for 2 hours. After allowing to cool to room temperature the reaction mixture was treated with water (30 ml). The organic phase was separated and the aqueous phase extracted with dichloromethane (30 ml). The combined organic phases were washed with brine (30 ml), dried over magnesium sulphate and evaporated. The residue was triturated with pentane gi...